The task is: describe an organic reaction: reactants, conditions, products, and yield. This data is from the Open Reaction Database (ORD), a public repository of structured organic reaction records. Starting materials: NC(=O)N1CC(CCBr)c2ccccc21, CS(C)=O, c1cc2cc(N3CCNCC3)ncc2[nH]1. The product is NC(=O)N1CC(CCN2CCN(c3cc4cc[nH]c4cn3)CC2)c2ccccc21. As a reaction SMILES: [Br:16][CH2:17][CH2:18][CH:19]1[CH2:20][N:21]([C:28](=[O:29])[NH2:30])[c:22]2[cH:23][cH:24][cH:25][cH:26][c:27]21.[CH3:31][S:32](=[O:33])[CH3:34].[N:1]1([c:7]2[cH:8][c:9]3[c:10]([cH:11][n:12]2)[nH:13][cH:14][cH:15]3)[CH2:2][CH2:3][NH:4][CH2:5][CH2:6]1>>[N:1]1([c:7]2[cH:8][c:9]3[c:10]([cH:11][n:12]2)[nH:13][cH:14][cH:15]3)[CH2:2][CH2:3][N:4]([CH2:17][CH2:18][CH:19]2[CH2:20][N:21]([C:28](=[O:29])[NH2:30])[c:22]3[cH:23][cH:24][cH:25][cH:26][c:27]32)[CH2:5][CH2:6]1. Starting materials: O=C([O-])[O-], C=C1c2cc(-c3cccnc3)ccc2Oc2cc[nH]c(=O)c21, CS(C)=O, [Cu]I, Cc1ccc(I)cc1, [K+], [K+]. As a reaction SMILES: [C:31](=[O:32])([O-:33])[O-:34].[CH2:1]=[C:2]1[c:3]2[cH:4][c:5](-[c:17]3[cH:18][n:19][cH:20][cH:21][cH:22]3)[cH:6][cH:7][c:8]2[O:9][c:10]2[c:11]1[c:12](=[O:16])[nH:13][cH:14][cH:15]2.[CH3:39][S:40]([CH3:41])=[O:42].[Cu:37][I:38].[I:23][c:24]1[cH:25][cH:26][c:27]([CH3:30])[cH:28][cH:29]1.[K+:35].[K+:36]>>[CH2:1]=[C:2]1[c:3]2[cH:4][c:5](-[c:17]3[cH:18][n:19][cH:20][cH:21][cH:22]3)[cH:6][cH:7][c:8]2[O:9][c:10]2[c:11]1[c:12](=[O:16])[n:13](-[c:24]1[cH:25][cH:26][c:27]([CH3:30])[cH:28][cH:29]1)[cH:14][cH:15]2. The product is C=C1c2cc(-c3cccnc3)ccc2Oc2ccn(-c3ccc(C)cc3)c(=O)c21. Reactants: COCCOC(=O)C1=C(C)NC(C)=C(C(=O)OC(C)C)C1c1cccc(NO)c1, O=Cc1ccccc1Cl. Product: COCCOC(=O)C1=C(C)NC(C)=C(C(=O)OC(C)C)C1c1cccc([N+]([O-])=Cc2ccccc2Cl)c1. RXN SMILES: [CH3:1][C:2]1=[C:7]([C:8](=[O:9])[O:10][CH2:11][CH2:12][O:13][CH3:14])[CH:6]([c:15]2[cH:16][c:17]([NH:21][OH:22])[cH:18][cH:19][cH:20]2)[C:5]([C:23](=[O:24])[O:25][CH:26]([CH3:27])[CH3:28])=[C:4]([CH3:29])[NH:3]1.[Cl:30][c:31]1[c:32]([CH:33]=[O:34])[cH:35][cH:36][cH:37][cH:38]1>>[CH3:1][C:2]1=[C:7]([C:8](=[O:9])[O:10][CH2:11][CH2:12][O:13][CH3:14])[CH:6]([c:15]2[cH:16][c:17]([N+:21]([O-:22])=[CH:33][c:32]3[c:31]([Cl:30])[cH:38][cH:37][cH:36][cH:35]3)[cH:18][cH:19][cH:20]2)[C:5]([C:23](=[O:24])[O:25][CH:26]([CH3:27])[CH3:28])=[C:4]([CH3:29])[NH:3]1. Reactants: Cc1ccccc1, O=C(Cl)c1ccc(F)cc1[N+](=O)[O-], NCCO. Product: O=C(NCCO)c1ccc(F)cc1[N+](=O)[O-]. Reaction SMILES: [CH3:18][c:19]1[cH:20][cH:21][cH:22][cH:23][cH:24]1.[F:5][c:6]1[cH:7][c:8]([N+:15](=[O:16])[O-:17])[c:9]([C:10](=[O:11])[Cl:12])[cH:13][cH:14]1.[NH2:1][CH2:2][CH2:3][OH:4]>>[NH:1]([CH2:2][CH2:3][OH:4])[C:10]([c:9]1[c:8]([N+:15](=[O:16])[O-:17])[cH:7][c:6]([F:5])[cH:14][cH:13]1)=[O:11]. The reactants are [N+](=[N-])=C (diazomethane), CC1=CC=C(C=C1)S(=O)(=O)N(C)N=O (Diazald), N1C(=O)C(=O)C2=CC=CC=C12 (isatin). Solvent: CCOCC (ether), CCOCC (ether). Conditions: time 3 hour. Yields the product COC=1C(NC2=CC=CC=C2C1)=O (3-Methoxy-2-quinolone). The yield is 52.0%. Reaction SMILES: N1[C:11]2[C:6](=[CH:7][CH:8]=[CH:9][CH:10]=2)[C:4](=[O:5])[C:2]1=[O:3].[N+:12](=[CH2:14])=[N-].[CH3:15]C1C=CC(S(N(N=O)C)(=O)=O)=CC=1>CCOCC>[CH3:15][O:5][C:4]1[C:2](=[O:3])[NH:12][C:14]2[C:7]([CH:6]=1)=[CH:8][CH:9]=[CH:10][CH:11]=2. Procedure details: To a mixture of 1.05 g (7.1 mmol) of isatin in 15 mL of ether in ice-bath was added dropwise a solution of diazomethane in ether (prepared from 4.4 g (20 mmol) of Diazald according to Aldrichimica Acta 16:3 (1983)). The resulting solution was stirred in ice-bath for 3 h then room temperature overnight. The mixture was filtered and dried to leave white solid 0.684 g (52%), mp 188°-189° C. (lit. 191° C.; Greibrokk and Undheim, Acta Chem. Scand. 25:2935 (1971)). 1H NMR (CDCl3) 3.977 (s, 3), 7.014 (... Reactants: C(C)Br (ethyl bromide), C(C(C)C)C1=CC=C(C=C1)CC#N (4-isobutylphenyl acetonitrile), solution, [OH-].[Na+] (sodium hydroxide). Reagents/catalysts: [Cl-].C(C)[N+](CC1=CC=CC=C1)(CC)CC (triethylbenzyl ammonium chloride). Conditions: temperature 40 celsius, time 2 hour. Product: C(C(C)C)C1=CC=C(C=C1)C(C#N)CC (2-(4-isobutylphenyl)butyronitrile). Yield: 98.2%. Reaction SMILES: [CH2:1](Br)[CH3:2].[CH2:4]([C:8]1[CH:13]=[CH:12][C:11]([CH2:14][C:15]#[N:16])=[CH:10][CH:9]=1)[CH:5]([CH3:7])[CH3:6].[OH-].[Na+]>[Cl-].C([N+](CC)(CC)CC1C=CC=CC=1)C>[CH2:4]([C:8]1[CH:9]=[CH:10][C:11]([CH:14]([CH2:1][CH3:2])[C:15]#[N:16])=[CH:12][CH:13]=1)[CH:5]([CH3:7])[CH3:6] |f:2.3,4.5|. Procedure: 550 g of ethyl bromide are added drop-wise to 470 g of 4-isobutylphenyl acetonitrile, 1550 g of a 50% solution of sodium hydroxide and 11.4 g of triethylbenzyl ammonium chloride. The addition is complete within 2 hours. During this addition, the temperature must be controlled such that it does not exceed 40° C. The mixture is agitated for 10 hours at 40° C. After cooling of the mixture, the alkaline phase is discarded and the organic layer is washed with water until neutral. Fractionation yields... Starting materials: O(C(=O)OC(C)(C)C)C(=O)OC(C)(C)C (BOC2O), Cl (HCl), NC1=C(C=NC=C1)Cl (4-amino-3-chloropyridine), C[Si](C)(C)[N-][Si](C)(C)C.[Na+] (NaHMDS). Solvent: C1CCOC1 (THF), C1CCOC1 (THF), C1CCOC1 (THF), C1CCOC1 (THF). Run at time 30 minute. The product is C(C)(C)(C)OC(NC1=C(C=NC=C1)Cl)=O ((3-chloro-pyridin-4-yl)-carbamic acid tert-butyl ester). Yield: 194.4%. Reaction SMILES: [NH2:1][C:2]1[CH:7]=[CH:6][N:5]=[CH:4][C:3]=1[Cl:8].C[Si]([N-][Si](C)(C)C)(C)C.[Na+].[O:19](C(OC(C)(C)C)=O)[C:20]([O:22][C:23]([CH3:26])([CH3:25])[CH3:24])=O.Cl>C1COCC1>[C:23]([O:22][C:20](=[O:19])[NH:1][C:2]1[CH:7]=[CH:6][N:5]=[CH:4][C:3]=1[Cl:8])([CH3:26])([CH3:25])[CH3:24] |f:1.2|. Procedure: To a solution of 4-amino-3-chloropyridine (15 g, 116.7 mmol) in THF (60 mL) is added NaHMDS in THF (1 M, 233. mL, 233 mmol). After stirring at rt for 30 min, BOC20 (23.2 g, 106 mmol) in THF (45 mL) is added in one portion and the mixture is stirred for 3 h at rt. Additional BOC2O (2 g, 9.0 mmol) in THF (40 mL) is added and the reaction is stirred for 18 h at rt. 0.1% aqueous HCl (1.35 L) is added. The mixture is extracted with EtOAc. The organic layer is dried (Na2SO4), filtered and concentrated...